From a dataset of the Open Reaction Database (ORD), a public repository of structured organic reaction records. describe an organic reaction: reactants, conditions, products, and yield Reactants: NC1=CC=C(C=N1)N1CC2CCC(CC1=O)N2C(=O)OC(C)(C)C (tert-butyl 3-(6-aminopyridin-3-yl)-4-oxo-3,9-diazabicyclo[4.2.1]nonane-9-carboxylate), ClC=1N=CC2=C(N1)N(C(=C2)C(=O)N(C)C)C2CCCCC2 (2-chloro-7-cyclohexyl-N,N-dimethyl-7H-pyrrolo[2,3-d]pyrimidine-6-carboxamide). The product is C1(CCCCC1)N1C(=CC2=C1N=C(N=C2)NC2=CC=C(C=N2)N2CC1CCC(CC2=O)N1C(=O)OC(C)(C)C)C(N(C)C)=O (tert-butyl 3-(6-(7-cyclohexyl-6-(dimethylcarbamoyl)-7H-pyrrolo[2,3-d]pyrimidin-2-ylamino)pyridin-3-yl)-4-oxo-3,9-diazabicyclo[4.2.1]nonane-9-carboxylate). The yield is 55.2%. As a reaction SMILES: [NH2:1][C:2]1[N:7]=[CH:6][C:5]([N:8]2[C:15](=[O:16])[CH2:14][CH:13]3[N:17]([C:18]([O:20][C:21]([CH3:24])([CH3:23])[CH3:22])=[O:19])[CH:10]([CH2:11][CH2:12]3)[CH2:9]2)=[CH:4][CH:3]=1.Cl[C:26]1[N:27]=[CH:28][C:29]2[CH:34]=[C:33]([C:35]([N:37]([CH3:39])[CH3:38])=[O:36])[N:32]([CH:40]3[CH2:45][CH2:44][CH2:43][CH2:42][CH2:41]3)[C:30]=2[N:31]=1>>[CH:40]1([N:32]2[C:30]3[N:31]=[C:26]([NH:1][C:2]4[N:7]=[CH:6][C:5]([N:8]5[C:15](=[O:16])[CH2:14][CH:13]6[N:17]([C:18]([O:20][C:21]([CH3:24])([CH3:23])[CH3:22])=[O:19])[CH:10]([CH2:11][CH2:12]6)[CH2:9]5)=[CH:4][CH:3]=4)[N:27]=[CH:28][C:29]=3[CH:34]=[C:33]2[C:35](=[O:36])[N:37]([CH3:38])[CH3:39])[CH2:41][CH2:42][CH2:43][CH2:44][CH2:45]1. Procedure details: Following general N—C coupling procedure 1, tert-butyl 3-(6-aminopyridin-3-yl)-4-oxo-3,9-diazabicyclo[4.2.1]nonane-9-carboxylate (120 mg, 0.361 mmol) was combined with 2-chloro-7-cyclohexyl-N,N-dimethyl-7H-pyrrolo[2,3-d]pyrimidine-6-carboxamide (111 mg, 0.361 mmol) which gave tert-butyl 3-(6-(7-cyclohexyl-6-(dimethylcarbamoyl)-7H-pyrrolo[2,3-d]pyrimidin-2-ylamino)pyridin-3-yl)-4-oxo-3,9-diazabicyclo[4.2.1]nonane-9-carboxylate (120 mg) in 55.1% yield. MS m/z 603.6 (M+H)+. Reactants: ClCCN(C)C (2-chloro-N,N-dimethyl ethylamine), [Na] (sodium), ClC1=CC=C(C(C)=NOCC(=O)O)C=C1 ((4-chloro-α -methylbenzylidene)amino-oxyacetic acid). The solvent is CN(C=O)C (dimethylformamide), O (water). Run at time 72 hour. The product is Cl.CN(CCOC(CON=C(C1=CC=C(C=C1)Cl)C)=O)C ((4-Chloro-α methylbenzylidene)amino-oxyacetic acid(2-dimethylamino-ethyl)ester hydrochloride). Reaction SMILES: [Cl:1][CH2:2][CH2:3][N:4]([CH3:6])[CH3:5].[Na].[Cl:8][C:9]1[CH:22]=[CH:21][C:12]([C:13](=[N:15][O:16][CH2:17][C:18]([OH:20])=[O:19])[CH3:14])=[CH:11][CH:10]=1>CN(C)C=O.O>[ClH:1].[CH3:5][N:4]([CH3:6])[CH2:3][CH2:2][O:20][C:18](=[O:19])[CH2:17][O:16][N:15]=[C:13]([CH3:14])[C:12]1[CH:21]=[CH:22][C:9]([Cl:8])=[CH:10][CH:11]=1 |f:5.6,^1:6|. Procedure details: 4.3 g of 2-chloro-N,N-dimethyl ethylamine was added to a suspension of 10 g of the sodium salt of (4-chloro-α -methylbenzylidene)amino-oxyacetic acid in 30 ml of dimethylformamide. The mixture was stirred for 72 hours. It was then diluted with water and extracted with diethylether. The resulting ethereal solution was extracted with 20 ml of 2N hydrochloric acid. The acid extract was then made basic with 30ml of 2N sodium hydroxide and extracted with diethylether. The latter ethereal extract was ...